This data is from the Open Reaction Database (ORD), a public repository of structured organic reaction records. The task is: describe an organic reaction: reactants, conditions, products, and yield As a reaction SMILES: Cl[C:2]1[C:13]2=[C:14]3[N:9]([CH:10]([CH3:15])[CH2:11][CH2:12]2)[CH:8]=[C:7]([C:16]([OH:18])=[O:17])[C:6](=[O:19])[C:5]3=[CH:4][CH:3]=1.[CH:20]([N:22]1[CH2:27][CH2:26][NH:25][CH2:24][CH2:23]1)=[O:21]>>[CH:20]([N:22]1[CH2:27][CH2:26][N:25]([C:2]2[C:13]3=[C:14]4[N:9]([CH:10]([CH3:15])[CH2:11][CH2:12]3)[CH:8]=[C:7]([C:16]([OH:18])=[O:17])[C:6](=[O:19])[C:5]4=[CH:4][CH:3]=2)[CH2:24][CH2:23]1)=[O:21]. Yields the product C(=O)N1CCN(CC1)C1=CC=C2C(C(=CN3C(CCC1=C23)C)C(=O)O)=O (8-(4-formyl-1-piperazinyl)-5-methyl-6,7-dihydro-1-oxo-1H,5H-benzo[ij]quinolizine-2-carboxylic acid). The reactants are ClC1=CC=C2C(C(=CN3C(CCC1=C23)C)C(=O)O)=O (8-chloro-5-methyl-6,7-dihydro-1-oxo-1H,5H-benzo[ij]-quinolizine-2-carboxylic acid), C(=O)N1CCNCC1 (1-formylpiperazine). Reported procedure: In an analogous manner as in Example 1, 8-chloro-5-methyl-6,7-dihydro-1-oxo-1H,5H-benzo[ij]-quinolizine-2-carboxylic acid was reacted with 1-formylpiperazine to form 8-(4-formyl-1-piperazinyl)-5-methyl-6,7-dihydro-1-oxo-1H,5H-benzo[ij]quinolizine-2-carboxylic acid as white rhombic crystals having a melting point of 300° C. or more. Starting materials: C(C1=CC=CC=C1)N1N=C(C2=CC=CC=C12)CC1C(N(C2=C(N(C1=O)CC(=O)N(C1=CC=C(C=C1)OC)C(C)C)C=CC=C2)C2=CC=CC=C2)=O (2-[3-(1-Benzyl-1H-indazol-3-ylmethyl)-2,4-dioxo-5-phenyl-2,3,4,5-tetrahydro-benzo[b][1,4]diazepin-1-yl]-N-isopropyl-N-(4-methoxy-phenyl) acetamide), solution, C(=O)O (formic acid). The reagents and catalysts are [Pd] (palladium on carbon). Solvent: C(C)O (ethanol). Yields the product N1N=C(C2=CC=CC=C12)CC1C(N(C2=C(N(C1=O)CC(=O)N(C1=CC=C(C=C1)OC)C(C)C)C=CC=C2)C2=CC=CC=C2)=O (2-[3-(1H-Indazol-3-ylmethyl)-2,4-dioxo-5-phenyl-2,3,4,5-tetrahydro-benzo[b][1,4]diazepin-1-yl]-N-isopropyl-N-(4-methoxy-phenyl) acetamide). Isolated yield 62.1%. Reaction SMILES: C([N:8]1[C:16]2[C:11](=[CH:12][CH:13]=[CH:14][CH:15]=2)[C:10]([CH2:17][CH:18]2[C:24](=[O:25])[N:23]([CH2:26][C:27]([N:29]([CH:38]([CH3:40])[CH3:39])[C:30]3[CH:35]=[CH:34][C:33]([O:36][CH3:37])=[CH:32][CH:31]=3)=[O:28])[C:22]3[CH:41]=[CH:42][CH:43]=[CH:44][C:21]=3[N:20]([C:45]3[CH:50]=[CH:49][CH:48]=[CH:47][CH:46]=3)[C:19]2=[O:51])=[N:9]1)C1C=CC=CC=1.C(O)=O>C(O)C.[Pd]>[NH:8]1[C:16]2[C:11](=[CH:12][CH:13]=[CH:14][CH:15]=2)[C:10]([CH2:17][CH:18]2[C:24](=[O:25])[N:23]([CH2:26][C:27]([N:29]([CH:38]([CH3:40])[CH3:39])[C:30]3[CH:35]=[CH:34][C:33]([O:36][CH3:37])=[CH:32][CH:31]=3)=[O:28])[C:22]3[CH:41]=[CH:42][CH:43]=[CH:44][C:21]=3[N:20]([C:45]3[CH:46]=[CH:47][CH:48]=[CH:49][CH:50]=3)[C:19]2=[O:51])=[N:9]1. Procedure details: To a stirring solution of 110 mg (0.17 mmol) of 2-[3-(1-Benzyl-1H-indazol-3-ylmethyl)-2,4-dioxo-5-phenyl-2,3,4,5-tetrahydro-benzo[b][1,4]diazepin-1-yl]-N-isopropyl-N-(4-methoxy-phenyl) acetamide in 15 mL of a 10% solution of formic acid in absolute ethanol is added 100 mg of 10% palladium on carbon. The resulting black suspension is heated at reflux for 24 h, then cooled to RT. The reaction mixture is filtered through Celite to remove the catalyst and the solvent removed in vacuo. Purification o... Reactants: Cl (hydrochloric acid), CC(C#CC1=CC=C(OCCCCCO)C=C1)(C)O (5-[4-(3-methyl-3-hydroxybutyne-1-yl)phenoxy]pentanol), C1(=CC=CC=C1)C (toluene), [OH-].[Na+] (sodium hydroxide). Solvent: C(C)(=O)OCC (ethyl acetate), O (water). Product: C(#C)C1=CC=C(OCCCCCO)C=C1 (5-(4-ethynylphenoxy)pentanol). Yield: 98.1%. Reaction SMILES: CC(O)(C)[C:3]#[C:4][C:5]1[CH:17]=[CH:16][C:8]([O:9][CH2:10][CH2:11][CH2:12][CH2:13][CH2:14][OH:15])=[CH:7][CH:6]=1.C1(C)C=CC=CC=1.[OH-].[Na+].Cl>C(OCC)(=O)C.O>[C:4]([C:5]1[CH:17]=[CH:16][C:8]([O:9][CH2:10][CH2:11][CH2:12][CH2:13][CH2:14][OH:15])=[CH:7][CH:6]=1)#[CH:3] |f:2.3|. Procedure: A flask equipped with a stirrer and a thermometer was charged with 5.41 g (20.6 mmol) of 5-[4-(3-methyl-3-hydroxybutyne-1-yl)phenoxy]pentanol and 70 ml of toluene under a nitrogen atmosphere. To the flask, 1.65 g (41.2 mmol) of sodium hydroxide was added, and stirred under reflux for 4 hours. After the completion of the reaction, water, 1N hydrochloric acid, and ethyl acetate were added to the reactant to adjust the pH to an acidity and effect ethyl acetate extraction. The resulting organic phas... Reactants: [N+](=O)([O-])C1=NNC2=CC=CC=C12 (nitro indazole), [N+](=O)([O-])C=1C=C2C=NNC2=CC1 (5-nitro indazole), C([O-])([O-])=O.[Cs+].[Cs+] (cesium carbonate), FC=1C=C(CBr)C=CC1 (3-fluoro benzyl bromide). Run in CN(C)C=O (DMF). Run at temperature 20 celsius, time 4 hour. The product is [N+](=O)([O-])C=1C=C2C=NN(C2=CC1)CC1=CC(=CC=C1)F (5-Nitro-1-(3-fluorobenzyl)indazole). The yield is 49.0%. As a reaction SMILES: [N+:1]([C:4]1[CH:5]=[C:6]2[C:10](=[CH:11][CH:12]=1)[NH:9][N:8]=[CH:7]2)([O-:3])=[O:2].C(=O)([O-])[O-].[Cs+].[Cs+].[F:19][C:20]1[CH:21]=[C:22]([CH:25]=[CH:26][CH:27]=1)[CH2:23]Br.[N+](C1C2C(=CC=CC=2)NN=1)([O-])=O>CN(C=O)C>[N+:1]([C:4]1[CH:5]=[C:6]2[C:10](=[CH:11][CH:12]=1)[N:9]([CH2:23][C:22]1[CH:25]=[CH:26][CH:27]=[C:20]([F:19])[CH:21]=1)[N:8]=[CH:7]2)([O-:3])=[O:2] |f:1.2.3|. Procedure: 5-nitro indazole (1 equiv.), cesium carbonate (1.1 equiv.) and DMF (5 volumes) were charged to a vessel. The mixture was heated to 70–80° C. and 3-fluoro benzyl bromide was added over 75 mins. The reaction was assayed by HPLC for completion (<2 AP of nitro indazole vs combined isomers) and then cooled to 20° C. The salts were filtered and the cake was washed with DMF (2.7 volumes). The product was crystallized by charging water (1.35 to 1.45 volumes) between 15–21° C. The crystal slurry was held... The reactants are N=C1NC(C2=CC=CC=C12)=O (3-imino-2,3-dihydro-isoindol-1-one), Cl.Cl.NC(C(=O)NC1(CCN(CC1)C)C#N)CC1CCCCC1 (2-amino-N-(4-cyano-1-methyl-piperidin-4-yl)-3-cyclohexyl-propionamide bis hydrochloride salt). Run in C1CCOC1 (THF). Yields the product C(#N)C1(CCN(CC1)C)NC(C(CC1CCCCC1)NC1=NC(C2=CC=CC=C12)=O)=O (N-(4-Cyano-methyl-piperidin-4-yl)-3-cyclohexyl-2-(3-oxo-3H-isoindol-1-ylamino)-propionamide). As a reaction SMILES: [NH:1]=[C:2]1[C:10]2[C:5](=[CH:6][CH:7]=[CH:8][CH:9]=2)[C:4](=[O:11])[NH:3]1.Cl.Cl.N[CH:15]([CH2:28][CH:29]1[CH2:34][CH2:33][CH2:32][CH2:31][CH2:30]1)[C:16]([NH:18][C:19]1([C:26]#[N:27])[CH2:24][CH2:23][N:22]([CH3:25])[CH2:21][CH2:20]1)=[O:17]>C1COCC1>[C:26]([C:19]1([NH:18][C:16](=[O:17])[CH:15]([NH:1][C:2]2[C:10]3[C:5](=[CH:6][CH:7]=[CH:8][CH:9]=3)[C:4](=[O:11])[N:3]=2)[CH2:28][CH:29]2[CH2:34][CH2:33][CH2:32][CH2:31][CH2:30]2)[CH2:24][CH2:23][N:22]([CH3:25])[CH2:21][CH2:20]1)#[N:27] |f:1.2.3|. Reported procedure: The title compound was prepared starting from 3-imino-2,3-dihydro-isoindol-1-one and 2-amino-N-(4-cyano-1-methyl-piperidin-4-yl)-3-cyclohexyl-propionamide bis hydrochloride salt according to the procedure from Example 10, except that refluxing THF was used as the solvent. The compound was further purified by HPLC using a 20×250 mm C18 reverse phase column with the method being 20% acetonitrile in water to acetonitrile. MS, m/z 422.5=M+1. Starting materials: C(CC)[Si@@H]1CC[C@H](CC1)CC[C@@H]1CC[C@H](CC1)C1=CC(=C(C=C1)I)F (4-(trans -4-(2-(trans-4-n-propyl-4-silacyclohexyl)ethyl)cyclohexyl) -2-fluorophenyl iodide), BrC1=CC(=C(C(=C1)F)F)F (1-bromo-3,4,5-trifluorobenzene), [Mg] (magnesium), tetrakis triphenylphosphine palladium. Product: C(CC)[Si@@H]1CC[C@H](CC1)CC[C@@H]1CC[C@H](CC1)C1=CC(=C(C=C1)C1=CC(=C(C(=C1)F)F)F)F (4-(trans-4-(2-(trans-4-n-propyl-4-silacyclohexyl)ethyl)cyclohexyl)-2,3',4',5'-tetrafluorobiphenyl). As a reaction SMILES: Br[C:2]1[CH:7]=[C:6]([F:8])[C:5]([F:9])=[C:4]([F:10])[CH:3]=1.[Mg].[CH2:12]([Si@H:15]1[CH2:20][CH2:19][C@H:18]([CH2:21][CH2:22][C@H:23]2[CH2:28][CH2:27][C@H:26]([C:29]3[CH:34]=[CH:33][C:32](I)=[C:31]([F:36])[CH:30]=3)[CH2:25][CH2:24]2)[CH2:17][CH2:16]1)[CH2:13][CH3:14]>C1COCC1>[CH2:12]([Si@H:15]1[CH2:16][CH2:17][C@H:18]([CH2:21][CH2:22][C@H:23]2[CH2:28][CH2:27][C@H:26]([C:29]3[CH:34]=[CH:33][C:32]([C:2]4[CH:7]=[C:6]([F:8])[C:5]([F:9])=[C:4]([F:10])[CH:3]=4)=[C:31]([F:36])[CH:30]=3)[CH2:25][CH2:24]2)[CH2:19][CH2:20]1)[CH2:13][CH3:14]. Procedure: 21.1 g (0.1 mol) of 1-bromo-3,4,5-trifluorobenzene was dripped into a mixture of 2.5 g (0.11 mol) of magnesium and 300 ml of THF to obtain a Grignard's reagent. This solution was then dripped into a 500 ml THF solution of 0.5 g of tetrakis triphenylphosphine palladium and 47.3 g (0.1 mol) of 4-(trans -4-(2-(trans-4-n-propyl-4-silacyclohexyl)ethyl)cyclohexyl) -2-fluorophenyl iodide. After a conventional after treatment, purification was conducted by means of chromatography to obtain 37.7 g (yield... Isolated yield 79.1%. Run in C1CCOC1 (THF), C1CCOC1 (THF). Solvent: O1CCOCC1.O (dioxane water). Conditions: temperature 90 celsius, time 7 hour. Isolated yield 110.7%. RXN SMILES: [CH3:1][N:2]1[C:10]2[C:5](=[CH:6][C:7]([C:11]([F:14])([F:13])[F:12])=[CH:8][CH:9]=2)[C:4]([C:15]2[N:20]=[C:19]3[C:21]([C:32]([O:34]C)=[O:33])=[CH:22][N:23](COC(=O)C(C)(C)C)[C:18]3=[N:17][CH:16]=2)=[N:3]1.[OH-].[Na+]>O1CCOCC1.O>[CH3:1][N:2]1[C:10]2[C:5](=[CH:6][C:7]([C:11]([F:13])([F:14])[F:12])=[CH:8][CH:9]=2)[C:4]([C:15]2[N:20]=[C:19]3[C:21]([C:32]([OH:34])=[O:33])=[CH:22][NH:23][C:18]3=[N:17][CH:16]=2)=[N:3]1 |f:1.2,3.4|. The reactants are CN1N=C(C2=CC(=CC=C12)C(F)(F)F)C1=CN=C2C(=N1)C(=CN2COC(C(C)(C)C)=O)C(=O)OC (methyl 2-(1-methyl-5-(trifluoromethyl)-1H-indazol-3-yl)-5-(pivaloyloxymethyl)-5H-pyrrolo[3,2-b]pyrazine-7-carboxylate), [OH-].[Na+] (NaOH). The product is CN1N=C(C2=CC(=CC=C12)C(F)(F)F)C1=CN=C2C(=N1)C(=CN2)C(=O)O (2-(1-methyl-5-(trifluoromethyl)-1H-indazol-3-yl)-5H-pyrrolo[3,2-b]pyrazine-7-carboxylic acid). Reported procedure: To a suspension of methyl 2-(1-methyl-5-(trifluoromethyl)-1H-indazol-3-yl)-5-(pivaloyloxymethyl)-5H-pyrrolo[3,2-b]pyrazine-7-carboxylate (50 mg, 0.1 mmol) in dioxane/water (4 mL/4 mL) was added NaOH (40 mg, 1.0 mmol), the reaction mixture was heated to 90° C. with stirring for 7 hours, the dioxane was removed under reduced pressure, the aqueous layer was adjusted to pH=3 with 1 N HCl, the precipitate was collected by filtration and washed with water (5 mL) and dried to afford 2-(1-methyl-5-(trif...